From a dataset of the Open Reaction Database (ORD), a public repository of structured organic reaction records. describe an organic reaction: reactants, conditions, products, and yield Reactants: C[C@@H](C(C)C)OC=1C=CC=2CN(CCOC2N1)C(=O)OC(C)(C)C (tert-butyl 8-{[(1S)-1,2-dimethylpropyl]oxy}-2,3-dihydropyrido[3,2-f][1,4]oxazepine-4(5H)-carboxylate), Cl.C(C)(=O)OCC (hydrogen chloride ethyl acetate). Conditions: time 3 hour. Yields the product Cl.C[C@@H](C(C)C)OC=1C=CC=2CNCCOC2N1 (8-{[(1S)-1,2-dimethylpropyl]oxy}-2,3,4,5-tetrahydropyrido[3,2-f][1,4]oxazepine hydrochloride). The yield is 75.0%. RXN SMILES: [CH3:1][C@H:2]([O:6][C:7]1[CH:8]=[CH:9][C:10]2[CH2:11][N:12](C(OC(C)(C)C)=O)[CH2:13][CH2:14][O:15][C:16]=2[N:17]=1)[CH:3]([CH3:5])[CH3:4].[ClH:25].C(OCC)(=O)C>>[ClH:25].[CH3:1][C@H:2]([O:6][C:7]1[CH:8]=[CH:9][C:10]2[CH2:11][NH:12][CH2:13][CH2:14][O:15][C:16]=2[N:17]=1)[CH:3]([CH3:4])[CH3:5] |f:1.2,3.4|. Procedure details: A mixture of the compound obtained in step 1 (0.79 g) and 4N hydrogen chloride/ethyl acetate (10 mL) was stirred at room temperature for 3 hr. The precipitate was collected by filtration, and the aqueous layer was basified and extracted with ethyl acetate and aqueous sodium hydroxide solution. The organic layer was washed with saturated brine and dried, and the solvent was evaporated under reduced pressure. Ethyl acetate was added to the residue, and 4N hydrogen chloride/ethyl acetate was added.... Starting materials: O=C1OCCC1Br, [K+], [K+], O=C([O-])[O-], CN(C)C=O, O, O=[N+]([O-])c1ccccc1O. Product: O=C1OCCC1Oc1ccccc1[N+](=O)[O-]. RXN SMILES: [Br:17][CH:18]1[C:19](=[O:20])[O:21][CH2:22][CH2:23]1.[K+:11].[K+:12].[O-:13][C:14]([O-:15])=[O:16].[O:25]=[CH:26][N:27]([CH3:28])[CH3:29].[OH2:24].[OH:1][c:2]1[cH:3][cH:4][cH:5][cH:6][c:7]1[N+:8]([O-:9])=[O:10]>>[O:1]([c:2]1[cH:3][cH:4][cH:5][cH:6][c:7]1[N+:8]([O-:9])=[O:10])[CH:18]1[C:19](=[O:20])[O:21][CH2:22][CH2:23]1. Starting materials: [H-].[Na+] (NaH), C(C)OC(C(CC1=CC=C(C=C1)OCCC1N(C(NC1)=O)C)(OC1=CC=C(C=C1)C(F)(F)F)C)=O (2-Methyl-3-{4-[2-(3-methyl-2-oxo-imidazolidin-4-yl)-ethoxy]-phenyl}-2-(4-trifluoromethyl-phenoxy)-propionic acid ethyl ester), BrCC1=CC2=CC=CC=C2C=C1 (2-bromomethyl naphthalene). The solvent is CCOCC (Et2O), Cl (HCl), CN(C)C=O (DMF). Reaction conditions: time 20 minute. The product is CC(C(=O)O)(CC1=CC=C(C=C1)OCCC1N(C(N(C1)CC1=CC2=CC=CC=C2C=C1)=O)C)OC1=CC=C(C=C1)C(F)(F)F (2-Methyl-3-{4-[2-(3-methyl-1-naphthalen-2-ylmethyl-2-oxo-imidazolidin-4-yl)-ethoxy]-phenyl}-2-(4-trifluoromethyl-phenoxy)-propionic acid). Yield: 52.0%. RXN SMILES: C([O:3][C:4](=[O:35])[C:5]([CH3:34])([O:23][C:24]1[CH:29]=[CH:28][C:27]([C:30]([F:33])([F:32])[F:31])=[CH:26][CH:25]=1)[CH2:6][C:7]1[CH:12]=[CH:11][C:10]([O:13][CH2:14][CH2:15][CH:16]2[CH2:20][NH:19][C:18](=[O:21])[N:17]2[CH3:22])=[CH:9][CH:8]=1)C.[H-].[Na+].Br[CH2:39][C:40]1[CH:49]=[CH:48][C:47]2[C:42](=[CH:43][CH:44]=[CH:45][CH:46]=2)[CH:41]=1>CN(C=O)C.CCOCC.Cl>[CH3:34][C:5]([O:23][C:24]1[CH:29]=[CH:28][C:27]([C:30]([F:33])([F:31])[F:32])=[CH:26][CH:25]=1)([CH2:6][C:7]1[CH:8]=[CH:9][C:10]([O:13][CH2:14][CH2:15][CH:16]2[CH2:20][N:19]([CH2:39][C:40]3[CH:49]=[CH:48][C:47]4[C:42](=[CH:43][CH:44]=[CH:45][CH:46]=4)[CH:41]=3)[C:18](=[O:21])[N:17]2[CH3:22])=[CH:11][CH:12]=1)[C:4]([OH:3])=[O:35] |f:1.2|. Procedure: To a mixture of 80 mg of 2-Methyl-3-{4-[2-(3-methyl-2-oxo-imidazolidin-4-yl)-ethoxy]-phenyl}-2-(4-trifluoromethyl-phenoxy)-propionic acid ethyl ester in 5 mL of dry DMF at 0° C. under an atmosphere of nitrogen, 16 mg of NaH (0.40 mmol) is added. The resulting solution is allowed to stand at r.t. for 20 minute Then 89 mg of 2-bromomethyl naphthalene is added and resulting mixture is allowed to stand at r.t. for overnight. Reaction mixture is diluted with Et2O and 1N HCl. Organic layer is then was... Reactants: C1(C=CC=C1)C(C)(C)C1=CC(=CC=2C3=CC(=CC=C3CC12)C(C)(C)C)C(C)(C)C (2-(cyclopentadienyl)-2-(3,6-di-tert-butylfluorenyl)propane), [Li]CCCC (n-BuLi), Cl[Si](C)(C)C (chlorotrimethylsilane). Solvent: C1CCOC1 (THF). Product: C[Si](C1=CC(C=C1)C(C)(C)C1=CC(=CC=2C3=CC(=CC=C3CC12)C(C)(C)C)C(C)(C)C)(C)C (2-(3-trimethylsilylcyclopentadienyl)-2-(3,6-di-tert-butylfluorenyl)propane). Isolated yield 84.3%. RXN SMILES: [CH:1]1([C:6]([C:9]2[C:21]3[CH2:20][C:19]4[C:14](=[CH:15][C:16]([C:22]([CH3:25])([CH3:24])[CH3:23])=[CH:17][CH:18]=4)[C:13]=3[CH:12]=[C:11]([C:26]([CH3:29])([CH3:28])[CH3:27])[CH:10]=2)([CH3:8])[CH3:7])[CH:5]=[CH:4][CH:3]=[CH:2]1.[Li]CCCC.Cl[Si:36]([CH3:39])([CH3:38])[CH3:37]>C1COCC1>[CH3:37][Si:36]([CH3:39])([CH3:38])[C:3]1[CH:4]=[CH:5][CH:1]([C:6]([C:9]2[C:21]3[CH2:20][C:19]4[C:14](=[CH:15][C:16]([C:22]([CH3:25])([CH3:24])[CH3:23])=[CH:17][CH:18]=4)[C:13]=3[CH:12]=[C:11]([C:26]([CH3:29])([CH3:28])[CH3:27])[CH:10]=2)([CH3:8])[CH3:7])[CH:2]=1. Procedure details: In a 50 ml Schlenk flask purged with nitrogen, 1.44 g (3.74 mmol, 1 eq) of 2-(cyclopentadienyl)-2-(3,6-di-tert-butylfluorenyl)propane was placed at room temperature. Then, 20 ml of dehydrated THF was added, and the mixture was stirred by a magnetic stirrer to give a solution. The solution was cooled with an ice bath (light yellowish orange solution). To the solution, 2.5 ml (1.63 mmol, 1.09 eq) of n-BuLi (hexane solution) was dropwise added. The ice bath was removed, and the solution was stirred... The reactants are O=C(O)CC(=O)N1CCN(C(=O)c2ccccc2Br)CC1, CCN=C=NCCCN(C)C, CN(C)c1ccncc1, CN(C)C=O, O, On1nnc2ccccc21, Nc1ccc(-c2cccnc2)cc1. Product: O=C(CC(=O)N1CCN(C(=O)c2ccccc2Br)CC1)Nc1ccc(-c2cccnc2)cc1. Reaction SMILES: [Br:1][c:2]1[c:3]([C:4](=[O:5])[N:6]2[CH2:7][CH2:8][N:9]([C:12]([CH2:13][C:14](=[O:15])[OH:16])=[O:17])[CH2:10][CH2:11]2)[cH:18][cH:19][cH:20][cH:21]1.[CH3:22][CH2:23][N:24]=[C:25]=[N:26][CH2:27][CH2:28][CH2:29][N:30]([CH3:31])[CH3:32].[CH3:56][N:57]([c:58]1[cH:59][cH:60][n:61][cH:62][cH:63]1)[CH3:64].[O:65]=[CH:66][N:67]([CH3:68])[CH3:69].[OH2:70].[OH:33][n:34]1[c:35]2[c:36]([cH:37][cH:38][cH:39][cH:40]2)[n:41][n:42]1.[n:43]1[cH:44][c:45](-[c:49]2[cH:50][cH:51][c:52]([NH2:55])[cH:53][cH:54]2)[cH:46][cH:47][cH:48]1>>[Br:1][c:2]1[c:3]([C:4](=[O:5])[N:6]2[CH2:7][CH2:8][N:9]([C:12]([CH2:13][C:14](=[O:16])[NH:55][c:52]3[cH:51][cH:50][c:49](-[c:45]4[cH:44][n:43][cH:48][cH:47][cH:46]4)[cH:54][cH:53]3)=[O:17])[CH2:10][CH2:11]2)[cH:18][cH:19][cH:20][cH:21]1. The reactants are NC=1C=CC(=C(C1)[C@]1(N=C(OCC1(F)F)N)C)F ((R)-4-(5-amino-2-fluoro-phenyl)-5,5-difluoro-4-methyl-5,6-dihydro-4H-[1,3]oxazin-2-ylamine), ClC=1C(=NC=C(N1)Cl)C(=O)O (3,5-dichloro-pyrazine-2-carboxylic acid). The product is NC=1OCC([C@@](N1)(C)C=1C=C(C=CC1F)NC(=O)C1=NC=C(N=C1Cl)Cl)(F)F (3,5-Dichloro-pyrazine-2-carboxylic acid [3-((R)-2-amino-5,5-difluoro-4-methyl-5,6-dihydro-4H-[1,3]oxazin-4-yl)-4-fluoro-phenyl]-amide). As a reaction SMILES: [NH2:1][C:2]1[CH:3]=[CH:4][C:5]([F:18])=[C:6]([C@:8]2([CH3:17])[C:13]([F:15])([F:14])[CH2:12][O:11][C:10]([NH2:16])=[N:9]2)[CH:7]=1.[Cl:19][C:20]1[C:21]([C:27](O)=[O:28])=[N:22][CH:23]=[C:24]([Cl:26])[N:25]=1>>[NH2:16][C:10]1[O:11][CH2:12][C:13]([F:14])([F:15])[C@:8]([C:6]2[CH:7]=[C:2]([NH:1][C:27]([C:21]3[C:20]([Cl:19])=[N:25][C:24]([Cl:26])=[CH:23][N:22]=3)=[O:28])[CH:3]=[CH:4][C:5]=2[F:18])([CH3:17])[N:9]=1. Procedure details: The condensation of (R)-4-(5-amino-2-fluoro-phenyl)-5,5-difluoro-4-methyl-5,6-dihydro-4H-[1,3]oxazin-2-ylamine (intermediate XI-1) and 3,5-dichloro-pyrazine-2-carboxylic acid following procedure I yielded the title compound as a white solid. MS (ISP): m/z=434.1 [M+H]+, 436.1 [M+2+H]+.